From a dataset of the Open Reaction Database (ORD), a public repository of structured organic reaction records. describe an organic reaction: reactants, conditions, products, and yield Starting materials: [O-][Si](=O)[O-].[Ca+2] (calcium metasilicate), C(CC(O)(C(=O)O)CC(=O)O)(=O)O (citric acid). Solvent: [Si](O)(O)(O)O (silicic acid). Yields the product C(CC(O)(C(=O)[O-])CC(=O)[O-])(=O)[O-].[Ca+2].C(CC(O)(C(=O)[O-])CC(=O)[O-])(=O)[O-].[Ca+2].[Ca+2] (calcium citrate). Reaction SMILES: [O-][Si]([O-])=O.[Ca+2:5].[C:6]([OH:18])(=[O:17])[CH2:7][C:8]([CH2:13][C:14]([OH:16])=[O:15])([C:10]([OH:12])=[O:11])[OH:9]>[Si](O)(O)(O)O>[C:6]([O-:18])(=[O:17])[CH2:7][C:8]([CH2:13][C:14]([O-:16])=[O:15])([C:10]([O-:12])=[O:11])[OH:9].[Ca+2:5].[C:6]([O-:18])(=[O:17])[CH2:7][C:8]([CH2:13][C:14]([O-:16])=[O:15])([C:10]([O-:12])=[O:11])[OH:9].[Ca+2:5].[Ca+2:5] |f:0.1,4.5.6.7.8|. Reported procedure: The method of claim 1 wherein the calcium metasilicate is acidified with citric acid to form calcium citrate in the silicic acid.